From a dataset of the Open Reaction Database (ORD), a public repository of structured organic reaction records. describe an organic reaction: reactants, conditions, products, and yield Reactants: [Al+3], C1CCOC1, Cc1cc(OCC2CC2)ncc1C(=O)OCC1CC1, [H-], [H-], [H-], [H-], [Li+], [Na+], [Na+], O, O, O, O, O, O, O, O, O, O, O=S(=O)([O-])[O-]. The product is Cc1cc(OCC2CC2)ncc1CO. As a reaction SMILES: [Al+3:21].[CH2:43]1[O:44][CH2:45][CH2:46][CH2:47]1.[CH:1]1([CH2:4][O:5][c:6]2[cH:7][c:8]([CH3:19])[c:9]([C:12](=[O:13])[O:14][CH2:15][CH:16]3[CH2:17][CH2:18]3)[cH:10][n:11]2)[CH2:2][CH2:3]1.[H-:20].[H-:23].[H-:24].[H-:25].[Li+:22].[Na+:41].[Na+:42].[OH2:26].[OH2:27].[OH2:28].[OH2:29].[OH2:30].[OH2:31].[OH2:32].[OH2:33].[OH2:34].[OH2:35].[S:36]([O-:37])([O-:38])(=[O:39])=[O:40]>>[CH:1]1([CH2:4][O:5][c:6]2[cH:7][c:8]([CH3:19])[c:9]([CH2:12][OH:13])[cH:10][n:11]2)[CH2:2][CH2:3]1. The reactants are COc1ccc(C=O)cc1OCC#N, CC(=O)O[BH-](OC(C)=O)OC(C)=O, C1CCNC1, ClCCCl, [Na+]. Product: COc1ccc(CN2CCCC2)cc1OCC#N. As a reaction SMILES: [C:1](#[N:2])[CH2:3][O:4][c:5]1[cH:6][c:7]([CH:8]=[O:9])[cH:10][cH:11][c:12]1[O:13][CH3:14].[C:20]([O:21][BH-:22]([O:23][C:24](=[O:25])[CH3:26])[O:27][C:28](=[O:29])[CH3:30])(=[O:31])[CH3:32].[CH2:15]1[CH2:16][CH2:17][NH:18][CH2:19]1.[Cl:34][CH2:35][CH2:36][Cl:37].[Na+:33]>>[C:1](#[N:2])[CH2:3][O:4][c:5]1[cH:6][c:7]([CH2:8][N:18]2[CH2:17][CH2:16][CH2:15][CH2:19]2)[cH:10][cH:11][c:12]1[O:13][CH3:14]. The reactants are CS(=O)C (Dimethyl sulfoxide), resultant solution, C1(=CC=CC=C1)C (toluene), [C@@H]1([C@H](O)[C@H](O)[C@@H](CO)O1)N1C(=O)N=C(N)N=C1 (5-azacytidine), [C@@H]1([C@H](O)[C@H](O)[C@@H](CO)O1)N1C(=O)N=C(N)N=C1 (5-azacytidine), CS(=O)C (DMSO), C1(=CC=CC=C1)C (toluene). The product is CS(=O)C.C1(=CC=CC=C1)C (DMSO Toluene). As a reaction SMILES: [CH3:1][S:2]([CH3:4])=[O:3].[C@@H]1(N2C=NC(N)=NC2=O)O[C@H](CO)[C@@H](O)[C@H]1O.[C:22]1([CH3:28])[CH:27]=[CH:26][CH:25]=[CH:24][CH:23]=1>>[CH3:1][S:2]([CH3:4])=[O:3].[C:22]1([CH3:28])[CH:27]=[CH:26][CH:25]=[CH:24][CH:23]=1 |f:3.4|. Procedure details: Dimethyl sulfoxide (DMSO) was used as the primary solvent to solubilize Form I of 5-azacytidine and toluene was used as the co-solvent as follows. Approximately 250 mg of 5-azacytidine was dissolved with approximately 5 mL of DMSO, preheated to approximately 90° C., in separate 100-mL beakers. The solids were allowed to dissolve to a clear solution. Approximately 45 mL of toluene, preheated to approximately 50° C., was added to the solution and the resultant solution was mixed. The solution was ... Reactants: COC=1C=C(CC2N(CCC3=CC(=C(C=C23)O)OC)CC(=O)NC2CCC3=CC=CC=C23)C=CC1OC (2-[1-(3,4-dimethoxy-benzyl)-7-hydroxy-6-methoxy-3,4-dihydro-1H-isoquinolin-2-yl]-N-(indan-1-yl)-acetamide), C1(CCCCC1)Br (cyclohexyl bromide). Product: COC=1C=C(CC2N(CCC3=CC(=C(C=C23)OC2CCCCC2)OC)CC(=O)NC2CCC3=CC=CC=C23)C=CC1OC (2-[1-(3,4-dimethoxy-benzyl)-7-cyclohexyloxy-6-methoxy-3,4-dihydro-1H-isoquinolin-2-yl]-N-(indan-1-yl)-acetamide). Reaction SMILES: [CH3:1][O:2][C:3]1[CH:4]=[C:5]([CH:33]=[CH:34][C:35]=1[O:36][CH3:37])[CH2:6][CH:7]1[C:16]2[C:11](=[CH:12][C:13]([O:18][CH3:19])=[C:14]([OH:17])[CH:15]=2)[CH2:10][CH2:9][N:8]1[CH2:20][C:21]([NH:23][CH:24]1[C:32]2[C:27](=[CH:28][CH:29]=[CH:30][CH:31]=2)[CH2:26][CH2:25]1)=[O:22].[CH:38]1(Br)[CH2:43][CH2:42][CH2:41][CH2:40][CH2:39]1>>[CH3:1][O:2][C:3]1[CH:4]=[C:5]([CH:33]=[CH:34][C:35]=1[O:36][CH3:37])[CH2:6][CH:7]1[C:16]2[C:11](=[CH:12][C:13]([O:18][CH3:19])=[C:14]([O:17][CH:38]3[CH2:43][CH2:42][CH2:41][CH2:40][CH2:39]3)[CH:15]=2)[CH2:10][CH2:9][N:8]1[CH2:20][C:21]([NH:23][CH:24]1[C:32]2[C:27](=[CH:28][CH:29]=[CH:30][CH:31]=2)[CH2:26][CH2:25]1)=[O:22]. Procedure: prepared by reaction of 2-[1-(3,4-dimethoxy-benzyl)-7-hydroxy-6-methoxy-3,4-dihydro-1H-isoquinolin-2-yl]-N-(indan-1-yl)-acetamide with cyclohexyl bromide